Dataset: the Open Reaction Database (ORD), a public repository of structured organic reaction records. Task: describe an organic reaction: reactants, conditions, products, and yield Starting materials: FC1=CC2=C(C(=NO2)C2CCN(CC2)CCC(CC)(CC)O)C=C1 (6-fluoro-3-[1-(3-hydroxy-3-ethylpentyl)-4-piperidinyl]-1,2-benzisoxazole), C(CCCCCCCCC)(=O)Cl (decanoyl chloride). The product is Cl.C(C)C(CCN1CCC(CC1)C1=NOC2=C1C=CC(=C2)F)(CC)OC(CCCCCCCCC)=O (Decanoic acid 1,1-diethyl-3-[4-(6-fluoro-1,2-benzisoxazol-3-yl)-1-piperidinyl]propyl ester hydrochloride). RXN SMILES: [F:1][C:2]1[CH:24]=[CH:23][C:5]2[C:6]([CH:9]3[CH2:14][CH2:13][N:12]([CH2:15][CH2:16][C:17]([OH:22])([CH2:20][CH3:21])[CH2:18][CH3:19])[CH2:11][CH2:10]3)=[N:7][O:8][C:4]=2[CH:3]=1.[C:25]([Cl:36])(=[O:35])[CH2:26][CH2:27][CH2:28][CH2:29][CH2:30][CH2:31][CH2:32][CH2:33][CH3:34]>C(Cl)Cl>[ClH:36].[CH2:20]([C:17]([O:22][C:25](=[O:35])[CH2:26][CH2:27][CH2:28][CH2:29][CH2:30][CH2:31][CH2:32][CH2:33][CH3:34])([CH2:18][CH3:19])[CH2:16][CH2:15][N:12]1[CH2:13][CH2:14][CH:9]([C:6]2[C:5]3[CH:23]=[CH:24][C:2]([F:1])=[CH:3][C:4]=3[O:8][N:7]=2)[CH2:10][CH2:11]1)[CH3:21] |f:3.4|. The solvent is C(Cl)Cl (DCM). Run at time 4 day. Procedure: To a solution of 6-fluoro-3-[1-(3-hydroxy-3-ethylpentyl)-4-piperidinyl]-1,2-benzisoxazole (2.5 g, 7.48 mmol) in DCM (100 ml) was added decanoyl chloride (1.5 ml, 7.48 mmol) at 0 C., under nitrogen. The reaction mixture was stirred for 4 days at which time it was poured into NaHCO35 (sat., 50 ml). The layers were separated and the aqueous phase was extracted with DCM (2×). The combined organics were dried, filtered and concentrated to give the crude product which was purified via flash column chr... Yield: 76.4%. Reaction SMILES: [CH2:1]1[C@:7]([OH:10])([CH2:8][OH:9])[C@@H:6]([OH:11])[C@H:5]([OH:12])[C@@H:4]([OH:13])[C:2]1=O.[NH2:14][CH:15]([CH2:18][OH:19])[CH2:16][OH:17].Cl>CN(C=O)C.CO>[CH2:1]1[C@:7]([OH:10])([CH2:8][OH:9])[C@@H:6]([OH:11])[C@H:5]([OH:12])[C@@H:4]([OH:13])[C@H:2]1[NH:14][CH:15]([CH2:18][OH:19])[CH2:16][OH:17]. Reactants: solid, Na(CN)BH3, C1C(=O)[C@@H]([C@H]([C@@H]([C@]1(CO)O)O)O)O (valiolone), NC(CO)CO (2-amino-1,3-propanediol), Cl (HCl). Conditions: time 1 hour. Reported procedure: To a solution of 5 mmol of valiolone and 5 mmol of 2-amino-1,3-propanediol in 25 mL DMF or methanol is added a catalytic amount of HCl. After 1 hour at room temperature, 2.5 mmol of solid Na(CN)BH3 is added and the reaction mixture is stirred over night at room temperature. The reaction mixture is then concentrated under reduced pressure and the residue is dissolved in water and applied to a Dowex 50 (H+) column. The column is washed with water and the product is eluted with 0.5 N NH4OH. After c... Product: C1[C@@H]([C@@H]([C@H]([C@@H]([C@]1(CO)O)O)O)O)NC(CO)CO (voglibose). The solvent is CN(C)C=O (DMF), CO (methanol). Reactants: Cc1nc2ccc(C(N)=O)cn2c1Cc1ccc(Cl)cc1Cl, O, O=S(=O)(O)O. Product: Cc1nc2ccc(C(=O)O)cn2c1Cc1ccc(Cl)cc1Cl. Reaction SMILES: [C:1]([NH2:2])(=[O:3])[c:4]1[cH:5][cH:6][c:7]2[n:8]([cH:9]1)[c:10]([CH2:14][c:15]1[c:16]([Cl:22])[cH:17][c:18]([Cl:21])[cH:19][cH:20]1)[c:11]([CH3:13])[n:12]2.[OH2:28].[S:23]([OH:24])(=[O:25])(=[O:26])[OH:27]>>[C:1](=[O:3])([c:4]1[cH:5][cH:6][c:7]2[n:8]([cH:9]1)[c:10]([CH2:14][c:15]1[c:16]([Cl:22])[cH:17][c:18]([Cl:21])[cH:19][cH:20]1)[c:11]([CH3:13])[n:12]2)[OH:24]. Reactants: CCC=CC(C=O)(CC)CC=C(C)C, CC(C)=O, CC(C)O. Yields the product CCC=CC(CC)(CO)CC=C(C)C. RXN SMILES: [CH2:1]([CH3:2])[C:3]([CH:4]=[O:5])([CH:6]=[CH:7][CH2:8][CH3:9])[CH2:10][CH:11]=[C:12]([CH3:13])[CH3:14].[CH3:15][C:16](=[O:17])[CH3:18].[CH:19]([OH:20])([CH3:21])[CH3:22]>>[CH2:1]([CH3:2])[C:3]([CH2:4][OH:5])([CH:6]=[CH:7][CH2:8][CH3:9])[CH2:10][CH:11]=[C:12]([CH3:13])[CH3:14]. Starting materials: COc1ccc(C2=CCN(C(C)=O)CC2)c2sc(NC(=O)N3CCOCC3)nc12, CO. Product: COc1ccc(C2CCN(C(C)=O)CC2)c2sc(NC(=O)N3CCOCC3)nc12. Reaction SMILES: [C:1]([CH3:2])(=[O:3])[N:4]1[CH2:5][CH2:6][C:7]([c:10]2[cH:11][cH:12][c:13]([O:28][CH3:29])[c:14]3[n:15][c:16]([NH:19][C:20](=[O:21])[N:22]4[CH2:23][CH2:24][O:25][CH2:26][CH2:27]4)[s:17][c:18]23)=[CH:8][CH2:9]1.[CH3:30][OH:31]>>[C:1]([CH3:2])(=[O:3])[N:4]1[CH2:5][CH2:6][CH:7]([c:10]2[cH:11][cH:12][c:13]([O:28][CH3:29])[c:14]3[n:15][c:16]([NH:19][C:20](=[O:21])[N:22]4[CH2:23][CH2:24][O:25][CH2:26][CH2:27]4)[s:17][c:18]23)[CH2:8][CH2:9]1.